describe an organic reaction: reactants, conditions, products, and yield From a dataset of the Open Reaction Database (ORD), a public repository of structured organic reaction records. Starting materials: C(C1=CC=CC=C1)OC([C@@H](N)CC(C)C)=O (L-Leucine benzylester), C1COS(=O)(=O)C1 (1,3-propane sultone). The solvent is O1CCCC1 (tetrahydrofuran), O1CCOCC1 (1,4-dioxane), CO (MeOH). Yields the product C(C1=CC=CC=C1)OC(=O)[C@H](CC(C)C)NCCCS(=O)(=O)O (3-{[(1S)-1-(benzyloxycarbonyl)-3-methylbutyl]amino}-1-propanesulfonic acid). The yield is 47.3%. RXN SMILES: [CH2:1]([O:8][C:9](=[O:16])[C@H:10]([CH2:12][CH:13]([CH3:15])[CH3:14])[NH2:11])[C:2]1[CH:7]=[CH:6][CH:5]=[CH:4][CH:3]=1.[CH2:17]1[CH2:23][S:20](=[O:22])(=[O:21])[O:19][CH2:18]1>O1CCCC1.O1CCOCC1.CO>[CH2:1]([O:8][C:9]([C@@H:10]([NH:11][CH2:18][CH2:17][CH2:23][S:20]([OH:22])(=[O:21])=[O:19])[CH2:12][CH:13]([CH3:14])[CH3:15])=[O:16])[C:2]1[CH:7]=[CH:6][CH:5]=[CH:4][CH:3]=1. Reported procedure: To a solution of L-Leucine benzylester (2.81 g, 12.7 mmol) in tetrahydrofuran (6 mL), 1,4-dioxane (6 mL) and MeOH (6 mL) was added 1,3-propane sultone (1.40 g, 11.5 mmol). The solution was stirred at reflux for 2.5 hours. The reaction mixture was cooled to room temperature. The solid was filtered and washed with acetone (2×20 mL). The filtrate was evaporated under reduced pressure. The residue was dissolved in acetone (20 mL). The product was precipitated with Et2O (200 mL). The solid material w...